This data is from the Open Reaction Database (ORD), a public repository of structured organic reaction records. The task is: describe an organic reaction: reactants, conditions, products, and yield The reactants are ice water, CC1=C(C=CC=C1)C(=CCOCCO)C1=CC=CC=C1 (2-(3-(2-methylphenyl)-3-phenyl-2-propen-1-yloxy)ethanol), N1C[C@@H](CCC1)C(=O)OCC (Ethyl (R)-3-piperidinecarboxylate), C([O-])([O-])=O.[K+].[K+] (potassium carbonate), C1(=CC=C(C=C1)S(=O)(=O)Cl)C (p-toluenesulphonyl chloride), C(CCC)[Li] (n-butyllithium). Solvent: C1CCOC1 (THF), hexanes. Conditions: temperature 10 celsius, time 0.5 hour. The product is C(C)OC(=O)[C@H]1CN(CCC1)CCOCC(=CC1=CC=CC=C1)C1=C(C=CC=C1)C ((R)-N-(2-(2-(2-methylphenyl)-3-phenyl-2-propen-1-yloxy)ethyl)-3-piperidinecarboxylic acid ethyl ester). The yield is 45.0%. RXN SMILES: [CH3:1][C:2]1[CH:7]=[CH:6][CH:5]=[CH:4][C:3]=1[C:8]([C:15]1C=CC=CC=1)=CCOCCO.C([Li])C[CH2:23][CH3:24].[C:26]1([CH3:36])[CH:31]=[CH:30][C:29](S(Cl)(=O)=O)=[CH:28][CH:27]=1.[NH:37]1[CH2:42][CH2:41][CH2:40][C@@H:39]([C:43]([O:45][CH2:46][CH3:47])=[O:44])[CH2:38]1.C(=O)([O-])[O-:49].[K+].[K+]>C1COCC1>[CH2:46]([O:45][C:43]([C@@H:39]1[CH2:40][CH2:41][CH2:42][N:37]([CH2:24][CH2:23][O:49][CH2:15][C:8]([C:3]2[CH:4]=[CH:5][CH:6]=[CH:7][C:2]=2[CH3:1])=[CH:36][C:26]2[CH:31]=[CH:30][CH:29]=[CH:28][CH:27]=2)[CH2:38]1)=[O:44])[CH3:47] |f:4.5.6|. Procedure details: A solution of 2-(3-(2-methylphenyl)-3-phenyl-2-propen-1-yloxy)ethanol (3.4 g, 12.5 mmol) in dry THF (30 ml) kept under a nitrogen atmosphere was cooled to 10° C. and a solution of n-butyllithium in hexanes (5.5 ml, 2.5 M) was added dropwise. The reaction mixture was stirred for 0.5 h at room temperature and p-toluenesulphonyl chloride (2.6 g, 13.8 mmol) was added. The mixture was stirred at room temperature for 1.5 h. Ethyl (R)-3-piperidinecarboxylate (2.9 g, 18.8 mmol) and potassium carbonate (... The reactants are C(CCC)C1(CCC(CC1)(C=1NC2=CC=CC=C2C1C)C=1N(C2=CC=CC=C2C1C)C)N(C)C (1-butyl-4-(1,3-dimethyl-1H-indol-2-yl)-N,N-dimethyl-4-(3-methyl-1H-indol-2-yl)cyclohexylamine), Cl[Si](C)(C)C (chlorotrimethyl silane). Run in C1CCCCC1 (cyclohexane). Run at temperature 24 celsius, time 30 minute. Yields the product Cl.C(CCC)C1(CCC(CC1)(C=1NC2=CC=CC=C2C1C)C=1N(C2=CC=CC=C2C1C)C)N(C)C (1-butyl-4-(1,3-dimethyl-1H-indol-2-yl)-N,N-dimethyl-4-(3-methyl-1H-indol-2-yl)cyclohexylamine hydrochloride). Yield: 90.6%. Reaction SMILES: [CH2:1]([C:5]1([N:32]([CH3:34])[CH3:33])[CH2:10][CH2:9][C:8]([C:21]2[N:22]([CH3:31])[C:23]3[C:28]([C:29]=2[CH3:30])=[CH:27][CH:26]=[CH:25][CH:24]=3)([C:11]2[NH:12][C:13]3[C:18]([C:19]=2[CH3:20])=[CH:17][CH:16]=[CH:15][CH:14]=3)[CH2:7][CH2:6]1)[CH2:2][CH2:3][CH3:4].[Cl:35][Si](C)(C)C>C1CCCCC1>[ClH:35].[CH2:1]([C:5]1([N:32]([CH3:34])[CH3:33])[CH2:6][CH2:7][C:8]([C:21]2[N:22]([CH3:31])[C:23]3[C:28]([C:29]=2[CH3:30])=[CH:27][CH:26]=[CH:25][CH:24]=3)([C:11]2[NH:12][C:13]3[C:18]([C:19]=2[CH3:20])=[CH:17][CH:16]=[CH:15][CH:14]=3)[CH2:9][CH2:10]1)[CH2:2][CH2:3][CH3:4] |f:3.4|. Procedure details: 1-butyl-4-(1,3-dimethyl-1H-indol-2-yl)-N,N-dimethyl-4-(3-methyl-1H-indol-2-yl)cyclohexylamine (97 mg, 0.213 mmol) was dissolved in cyclohexane (10 ml). The solution was mixed with chlorotrimethyl silane (40 μl, 0.313 mmol) at 24° C. The clear reaction mixture immediately became cloudy. The mixture was stirred for 30 min at 24° C. The white precipitate was aspirated. The solid was washed with cyclohexane (3×0.5 ml) and then dried. The hydrochloride (95 mg, 91%, melting point 183-187° C.) was obta... The solvent is O1CCCC1 (tetrahydrofuran), O1CCCC1 (tetrahydrofuran). Reaction conditions: time 20 minute. Reported procedure: To a suspension of 4.34 g of ethyltriphenyl-phosphonium bromide in 20 ml of tetrahydrofuran was added dropwise 6.63 ml of 1.63 M n-butyl lithium/hexane solution under a nitrogen stream, while keeping the temperature of the reaction solution at −15 to −10° C. The temperature of the reaction solution was gradually raised to room temperature, and after stirring at room temperature for 20 minutes, a solution of 1.01 g of N-acetyl-N-(2-formylbenzyl)-2-phenoxyaniline in 10 ml of tetrahydrofuran was ad... The reagents and catalysts are [Br-].C(C)[P+](C1=CC=CC=C1)(C1=CC=CC=C1)C1=CC=CC=C1 (ethyltriphenyl-phosphonium bromide). The reactants are C(C)(=O)N(C1=C(C=CC=C1)OC1=CC=CC=C1)CC1=C(C=CC=C1)C=O (N-acetyl-N-(2-formylbenzyl)-2-phenoxyaniline), C(CCC)[Li].CCCCCC (n-butyl lithium hexane), [Cl-].[NH4+] (ammonium chloride). RXN SMILES: [CH2:1]([Li])[CH2:2]CC.CCCCCC.[C:12]([N:15]([CH2:29][C:30]1[CH:35]=[CH:34][CH:33]=[CH:32][C:31]=1[CH:36]=O)[C:16]1[CH:21]=[CH:20][CH:19]=[CH:18][C:17]=1[O:22][C:23]1[CH:28]=[CH:27][CH:26]=[CH:25][CH:24]=1)(=[O:14])[CH3:13].[Cl-].[NH4+]>[Br-].C([P+](C1C=CC=CC=1)(C1C=CC=CC=1)C1C=CC=CC=1)C.O1CCCC1>[C:12]([N:15]([CH2:29][C:30]1[CH:35]=[CH:34][CH:33]=[CH:32][C:31]=1[CH:36]=[CH:1][CH3:2])[C:16]1[CH:21]=[CH:20][CH:19]=[CH:18][C:17]=1[O:22][C:23]1[CH:24]=[CH:25][CH:26]=[CH:27][CH:28]=1)(=[O:14])[CH3:13] |f:0.1,3.4,5.6|. Product: C(C)(=O)N(C1=C(C=CC=C1)OC1=CC=CC=C1)CC1=C(C=CC=C1)C=CC (N-acetyl-N-[2-(propen-1-yl)benzyl]-2-phenoxyaniline). The reactants are N#CC(C(=O)Nc1ccccc1)C(=O)c1nn(-c2ccccc2)c2c1CSc1ccc(N)cc1-2, O=C1CCC(=O)O1, C1CCOC1, O. The product is N#CC(C(=O)Nc1ccccc1)C(=O)c1nn(-c2ccccc2)c2c1CSc1ccc(NC(=O)CCC(=O)O)cc1-2. RXN SMILES: [NH2:1][c:2]1[cH:3][cH:4][c:5]2[c:6]([cH:7]1)-[c:8]1[n:9](-[c:29]3[cH:30][cH:31][cH:32][cH:33][cH:34]3)[n:10][c:11]([C:15]([CH:16]([C:17](=[O:18])[NH:19][c:20]3[cH:21][cH:22][cH:23][cH:24][cH:25]3)[C:26]#[N:27])=[O:28])[c:12]1[CH2:13][S:14]2.[O:35]=[C:36]1[CH2:37][CH2:38][C:39](=[O:40])[O:41]1.[O:42]1[CH2:43][CH2:44][CH2:45][CH2:46]1.[OH2:47]>>[NH:1]([c:2]1[cH:3][cH:4][c:5]2[c:6]([cH:7]1)-[c:8]1[n:9](-[c:29]3[cH:30][cH:31][cH:32][cH:33][cH:34]3)[n:10][c:11]([C:15]([CH:16]([C:17](=[O:18])[NH:19][c:20]3[cH:21][cH:22][cH:23][cH:24][cH:25]3)[C:26]#[N:27])=[O:28])[c:12]1[CH2:13][S:14]2)[C:39]([CH2:38][CH2:37][C:36](=[O:35])[OH:41])=[O:40].